Dataset: the Open Reaction Database (ORD), a public repository of structured organic reaction records. Task: describe an organic reaction: reactants, conditions, products, and yield The reactants are FC=1C=CC2=C(C(N3[C@H](C=4N2C=NC4C4=NOC(=N4)CN(C)C(=O)OC(C)(C)C)CC3)=O)C1 ((S)-7-fluoro-12,12a-dihydro-1-[5-(N-BOC-N-methylaminomethyl)-1,2,4-oxadiazol-3-yl]-9H,11H-azeto[2,1-c]imidazo[1,5-a][1,4]benzodiazepin-9-one). Solvent: FC(C(=O)O)(F)F (trifluoroacetic acid). The product is FC=1C=CC2=C(C(N3[C@H](C=4N2C=NC4C4=NOC(=N4)CNC)CC3)=O)C1 ((S)-7-fluoro-12,12a-dihydro-1-(5-methylaminomethyl-1,2,4-oxadiazol-3-yl)-9H,11H-azeto[2,1-c]imidazo-[1,5-a][1,4]benzodiazepin-9-one). Yield: 85.0%. As a reaction SMILES: [F:1][C:2]1[CH:3]=[CH:4][C:5]2[N:11]3[CH:12]=[N:13][C:14]([C:15]4[N:19]=[C:18]([CH2:20][N:21](C(OC(C)(C)C)=O)[CH3:22])[O:17][N:16]=4)=[C:10]3[C@@H:9]3[CH2:30][CH2:31][N:8]3[C:7](=[O:32])[C:6]=2[CH:33]=1>FC(F)(F)C(O)=O>[F:1][C:2]1[CH:3]=[CH:4][C:5]2[N:11]3[CH:12]=[N:13][C:14]([C:15]4[N:19]=[C:18]([CH2:20][NH:21][CH3:22])[O:17][N:16]=4)=[C:10]3[C@@H:9]3[CH2:30][CH2:31][N:8]3[C:7](=[O:32])[C:6]=2[CH:33]=1. Reported procedure: 7.74 g (17 mmol) of crude (S)-7-fluoro-12,12a-dihydro-1-[5-(N-BOC-N-methylaminomethyl)-1,2,4-oxadiazol-3-yl]-9H,11H-azeto[2,1-c]imidazo[1,5-a][1,4]benzodiazepin-9-one were stirred for 2 hours in 25 ml of trifluoroacetic acid. The solution was concentrated, the residue was taken up in water and the solution was washed twice with methylene chloride. The aqueous phase was made alkaline with 25% ammonia and extracted seven times with methylene chloride. There were obtained 5.12 g (85%) of (S)-7-fluo... Starting materials: Cl (hydrogen chloride), isoprene leads, ClC(C)(C(C)C)Cl (dichloroisopentane), C(=C)(Cl)Cl (vinylidene chloride). Product: ClC(=CC(C=C)(C)C)Cl (1,1-dichloro-3,3-dimethyl-1,4-pentadiene). Reaction SMILES: Cl.Cl[C:3](Cl)([CH:5]([CH3:7])[CH3:6])[CH3:4].[C:9]([Cl:12])([Cl:11])=[CH2:10]>>[Cl:11][C:9]([Cl:12])=[CH:10][C:5]([CH3:7])([CH3:6])[CH:3]=[CH2:4]. Procedure: The addition of hydrogen chloride to isoprene leads to dichloroisopentane, which adds to vinylidene chloride and undergoes an elimination reaction with bases to give 1,1-dichloro-3,3-dimethyl-1,4-pentadiene. Reaction with sodium phenolate and hydrolysis yields the chloromethyl ketone of the formula (III): ##STR10## Reactants: C1CCOC1, O=[N+]([O-])c1cn[nH]c1, OC1CCOCC1, c1ccc(P(c2ccccc2)c2ccccc2)cc1. Yields the product O=[N+]([O-])c1cnn(C2CCOCC2)c1. Reaction SMILES: [CH2:35]1[O:36][CH2:37][CH2:38][CH2:39]1.[N+:1](=[O:2])([O-:3])[c:4]1[cH:5][n:6][nH:7][cH:8]1.[O:9]1[CH2:10][CH2:11][CH:12]([OH:15])[CH2:13][CH2:14]1.[c:16]1([P:17]([c:18]2[cH:19][cH:20][cH:21][cH:22][cH:23]2)[c:24]2[cH:25][cH:26][cH:27][cH:28][cH:29]2)[cH:30][cH:31][cH:32][cH:33][cH:34]1>>[N+:1](=[O:2])([O-:3])[c:4]1[cH:5][n:6][n:7]([CH:12]2[CH2:11][CH2:10][O:9][CH2:14][CH2:13]2)[cH:8]1.